Task: describe an organic reaction: reactants, conditions, products, and yield. Dataset: the Open Reaction Database (ORD), a public repository of structured organic reaction records The reactants are resultant mixture, C(O)([O-])=O.[Na+] (sodium hydrogen carbonate), NCC1=C(C=C(C=C1)C1=NOC(C1)(C(F)(F)F)C1=CC(=CC(=C1)C(F)(F)F)Br)Cl (3-(4-aminomethyl-3-chlorophenyl)-5-[3-bromo-5-(trifluoromethyl)phenyl]-5-trifluoromethyl-4,5-dihydroisoxazole), CS(=O)(=O)CC(=O)O ((methylsulfonyl)acetic acid), Cl.CN(CCCN=C=NCC)C (1-[3-(dimethylamino)propyl]-3-ethylcarbodiimide hydrochloride). Solvent: C(Cl)(Cl)Cl (chloroform), ClCCl (dichloromethane). The product is BrC=1C=C(C=C(C1)C(F)(F)F)C1(CC(=NO1)C1=CC(=C(C=C1)CNC(CS(=O)(=O)C)=O)Cl)C(F)(F)F (N-[4-[5-[3-bromo-5-(trifluoromethyl)phenyl]-5-trifluoromethyl-4,5-dihydroisoxazole-3-yl]-2-chlorophenyl]methyl-2-(methylsulfonyl)acetamide). RXN SMILES: [NH2:1][CH2:2][C:3]1[CH:8]=[CH:7][C:6]([C:9]2[CH2:13][C:12]([C:18]3[CH:23]=[C:22]([C:24]([F:27])([F:26])[F:25])[CH:21]=[C:20]([Br:28])[CH:19]=3)([C:14]([F:17])([F:16])[F:15])[O:11][N:10]=2)=[CH:5][C:4]=1[Cl:29].[CH3:30][S:31]([CH2:34][C:35](O)=[O:36])(=[O:33])=[O:32].Cl.CN(C)CCCN=C=NCC.C(=O)([O-])O.[Na+]>ClCCl.C(Cl)(Cl)Cl>[Br:28][C:20]1[CH:19]=[C:18]([C:12]2([C:14]([F:15])([F:16])[F:17])[O:11][N:10]=[C:9]([C:6]3[CH:7]=[CH:8][C:3]([CH2:2][NH:1][C:35](=[O:36])[CH2:34][S:31]([CH3:30])(=[O:33])=[O:32])=[C:4]([Cl:29])[CH:5]=3)[CH2:13]2)[CH:23]=[C:22]([C:24]([F:27])([F:26])[F:25])[CH:21]=1 |f:2.3,4.5|. Procedure details: To a solution of 0.15 g of 3-(4-aminomethyl-3-chlorophenyl)-5-[3-bromo-5-(trifluoromethyl)phenyl]-5-trifluoromethyl-4,5-dihydroisoxazole and 0.083 g of (methylsulfonyl)acetic acid in 3 mL of dichloromethane, 0.11 g of 1-[3-(dimethylamino)propyl]-3-ethylcarbodiimide hydrochloride was added and the resultant mixture was stirred at room temperature for 15 hours. After the completion of the reaction, the reaction mixture was diluted with 3 mL of chloroform, and then 3 mL of a saturated sodium hydrog... Starting materials: BrC(Br)(Br)Br, OCC1Cc2ccccc2C(c2ccc(Cl)c(Cl)c2)C1, ClCCl, O, c1ccc(P(c2ccccc2)c2ccccc2)cc1. Product: Clc1ccc(C2CC(CBr)Cc3ccccc32)cc1Cl. RXN SMILES: [Br:21][C:22]([Br:23])([Br:24])[Br:25].[Cl:1][c:2]1[cH:3][c:4]([CH:9]2[CH2:10][CH:11]([CH2:19][OH:20])[CH2:12][c:13]3[cH:14][cH:15][cH:16][cH:17][c:18]32)[cH:5][cH:6][c:7]1[Cl:8].[Cl:46][CH2:47][Cl:48].[OH2:45].[c:26]1([P:27]([c:28]2[cH:29][cH:30][cH:31][cH:32][cH:33]2)[c:34]2[cH:35][cH:36][cH:37][cH:38][cH:39]2)[cH:40][cH:41][cH:42][cH:43][cH:44]1>>[Cl:1][c:2]1[cH:3][c:4]([CH:9]2[CH2:10][CH:11]([CH2:19][Br:21])[CH2:12][c:13]3[cH:14][cH:15][cH:16][cH:17][c:18]32)[cH:5][cH:6][c:7]1[Cl:8]. The solvent is C1(=CC=CC=C1)C (toluene). Reactants: FC1=C(C=C(C(=C1)Cl)C(=O)O)N1C(C(=C(C1=O)C)C)=O (N-(2-fluoro-5-carboxy-4-chlorophenyl)-2,3-dimethylmaleic acid imide), CC1=C(C(=O)NC1=O)C (dimethylmaleinimide), S(=O)(Cl)Cl (thionyl chloride). Reported procedure: A mixture of 6 g of N-(2-fluoro-5-carboxy-4-chlorophenyl)-2,3-dimethylmaleic acid imide, 0.5 ml of dimethylmaleinimide, 2 ml of thionyl chloride and 50 ml of toluene is heated under reflux for 4 hours. After cooling, the whole is concentrated by evaporation in vacuo. 6 g of N-(2-fluoro-5-chlorocarbonyl-4-chlorophenyl)-2,3-dimethylmaleic acid imide having a melting point of 123°-124° are obtained. As a reaction SMILES: [F:1][C:2]1[CH:7]=[C:6]([Cl:8])[C:5]([C:9](O)=[O:10])=[CH:4][C:3]=1[N:12]1[C:16](=[O:17])[C:15]([CH3:18])=[C:14]([CH3:19])[C:13]1=[O:20].CC1C(=O)NC(=O)C=1C.S(Cl)([Cl:32])=O>C1(C)C=CC=CC=1>[F:1][C:2]1[CH:7]=[C:6]([Cl:8])[C:5]([C:9]([Cl:32])=[O:10])=[CH:4][C:3]=1[N:12]1[C:16](=[O:17])[C:15]([CH3:18])=[C:14]([CH3:19])[C:13]1=[O:20]. Yields the product FC1=C(C=C(C(=C1)Cl)C(=O)Cl)N1C(C(=C(C1=O)C)C)=O (N-(2-fluoro-5-chlorocarbonyl-4-chlorophenyl)-2,3-dimethylmaleic acid imide). Reactants: COCCOC=1C=C(C=O)C=CC1OCCOC (3,4-Bis-(2-methoxy-ethoxy)-benzaldehyde), C(CC(=O)O)(=O)O (malonic acid), N1CCCCC1 (piperidine). Run in N1=CC=CC=C1 (pyridine). Conditions: temperature 110 celsius. Product: COCCOC=1C=C(C=CC1OCCOC)C=CC(=O)O (3-[3,4-Bis-(2-methoxy-ethoxy)-phenyl]-acrylic acid). Yield: 93.2%. RXN SMILES: [CH3:1][O:2][CH2:3][CH2:4][O:5][C:6]1[CH:7]=[C:8]([CH:11]=[CH:12][C:13]=1[O:14][CH2:15][CH2:16][O:17][CH3:18])[CH:9]=O.C(O)(=O)[CH2:20][C:21]([OH:23])=[O:22].N1CCCCC1>N1C=CC=CC=1>[CH3:1][O:2][CH2:3][CH2:4][O:5][C:6]1[CH:7]=[C:8]([CH:9]=[CH:20][C:21]([OH:23])=[O:22])[CH:11]=[CH:12][C:13]=1[O:14][CH2:15][CH2:16][O:17][CH3:18]. Reported procedure: To a solution of 3,4-Bis-(2-methoxy-ethoxy)-benzaldehyde (19 g, 72.4 mmol) in pyridine (60 ml), malonic acid (11.3 g, 108.6 mmol) was added, followed by piperidine (2 ml), the resulting mixture was heated at 110° C. for 6 hs under N2. After removal of most of pyridine, the residue was poured into water (200 ml) and acidified to PH=3 by aq.HCl. The precipitate was collected and dried to give product (20 g, 93.3%). LC-MS: m/e 295 (M−1) The reactants are Cl.CN(CCCN=C=NCC)C (1-(3-Dimethylaminopropyl)-3-ethylcarbodiimide hydrochloride), COC1=CC=C(C=C1)C1=NC(=NC=C1)CCC(=O)O (3-[4-(4-methoxyphenyl)pyrimidin-2-yl]-propanoic acid), NCC1CN(CC1)CC1=C(C(=CC=C1)Cl)Cl (3-(RS)-aminomethyl-1-(2,3-dichlorobenzyl)-pyrrolidine), O.ON1N=NC2=C1C=CC=C2 (1-hydroxybenzotriazole hydrate), C(C)(C)N(CC)C(C)C (diisopropylethylamine). Solvent: C(Cl)(Cl)Cl (chloroform), C(C)(=O)OCC (ethyl acetate). Reaction conditions: time 8 hour. The product is ClC1=C(CN2CC(CC2)CNC(CCC2=NC=C(C=N2)C2=CC=C(C=C2)OC)=O)C=CC=C1Cl (N-(1-(2,3-dichlorobenzyl)-pyrrolidin-3-(RS)-ylmethyl)-3-(5-(4-methoxyphenyl)pyrimidin-2-yl)propionamide), Cl.ClC1=C(CN2CC(CC2)CNC(CCC2=NC=C(C=N2)C2=CC=C(C=C2)OC)=O)C=CC=C1Cl (N-[1-(2,3-dichlorobenzyl)pyrrolidin-3-(RS)-ylmethyl]-3-[5-(4-methoxyphenyl)pyrimidin-2-yl]propionamide Hydrochloride Salt). Isolated yield 69.0%. As a reaction SMILES: [ClH:1].C[N:3]([CH3:12])[CH2:4][CH2:5][CH2:6][N:7]=[C:8]=[N:9][CH2:10]C.[CH3:13][O:14][C:15]1[CH:20]=[CH:19][C:18]([C:21]2[CH:26]=CN=C(CCC(O)=O)N=2)=[CH:17][CH:16]=1.[NH2:32][CH2:33][CH:34]1[CH2:38][CH2:37][N:36]([CH2:39][C:40]2[CH:45]=[CH:44][CH:43]=[C:42]([Cl:46])[C:41]=2[Cl:47])[CH2:35]1.[OH2:48].O[N:50]1[C:54]2[CH:55]=[CH:56][CH:57]=[CH:58][C:53]=2N=N1.C(N(C(C)C)CC)(C)C>C(Cl)(Cl)Cl.C(OCC)(=O)C>[Cl:47][C:41]1[C:42]([Cl:46])=[CH:43][CH:44]=[CH:45][C:40]=1[CH2:39][N:36]1[CH2:37][CH2:38][CH:34]([CH2:33][NH:32][C:58](=[O:48])[CH2:53][CH2:54][C:8]2[N:7]=[CH:6][C:5]([C:4]3[CH:19]=[CH:20][C:15]([O:14][CH3:13])=[CH:16][CH:17]=3)=[CH:10][N:9]=2)[CH2:35]1.[ClH:1].[Cl:47][C:41]1[C:42]([Cl:46])=[CH:43][CH:44]=[CH:45][C:40]=1[CH2:39][N:36]1[CH2:37][CH2:38][CH:34]([CH2:33][NH:32][C:57](=[O:48])[CH2:56][CH2:55][C:54]2[N:50]=[CH:26][C:21]([C:18]3[CH:17]=[CH:16][C:15]([O:14][CH3:13])=[CH:20][CH:19]=3)=[CH:12][N:3]=2)[CH2:35]1 |f:0.1,4.5,10.11|. Procedure details: 1-(3-Dimethylaminopropyl)-3-ethylcarbodiimide hydrochloride (0.29 g, 1.5 mmol, 1.5 equiv.) was added to a suspension of 3-[4-(4-methoxyphenyl)pyrimidin-2-yl]-propanoic acid (0.26 g, 1.0 mmol, 1.0 equiv.), 3-(RS)-aminomethyl-1-(2,3-dichlorobenzyl)-pyrrolidine (0.26 g, 1.0 mmol), 1-hydroxybenzotriazole hydrate (0.20 g, 1.5 mmol, 1.5 equiv.), and diisopropylethylamine (0.44 mL, 2.5 mmol, 2.5 equiv.) in chloroform (2 mL). After stirring overnight at room temperature, the reaction mixture was diluted... Reactants: CCOC(=O)Cn1ccc2ccc(N)cc21, CCN=C=NCCCN(C)C, CN(C)c1ccncc1, Cl, O=C(O)CCC#Cc1ccc(OC(F)(F)F)cc1. Product: CCOC(=O)Cn1ccc2ccc(NC(=O)CCC#Cc3ccc(OC(F)(F)F)cc3)cc21. Reaction SMILES: [CH2:1]([CH3:2])[O:3][C:4]([CH2:5][n:6]1[cH:7][cH:8][c:9]2[cH:10][cH:11][c:12]([NH2:15])[cH:13][c:14]12)=[O:16].[CH3:36][N:37]([CH3:38])[CH2:39][CH2:40][CH2:41][N:42]=[C:43]=[N:44][CH2:45][CH3:46].[CH3:47][N:48]([CH3:49])[c:50]1[cH:51][cH:52][n:53][cH:54][cH:55]1.[ClH:35].[F:17][C:18]([O:19][c:20]1[cH:21][cH:22][c:23]([C:26]#[C:27][CH2:28][CH2:29][C:30](=[O:31])[OH:32])[cH:24][cH:25]1)([F:33])[F:34]>>[CH2:1]([CH3:2])[O:3][C:4]([CH2:5][n:6]1[cH:7][cH:8][c:9]2[cH:10][cH:11][c:12]([NH:15][C:30]([CH2:29][CH2:28][C:27]#[C:26][c:23]3[cH:22][cH:21][c:20]([O:19][C:18]([F:17])([F:33])[F:34])[cH:25][cH:24]3)=[O:31])[cH:13][c:14]12)=[O:16].